This data is from the Open Reaction Database (ORD), a public repository of structured organic reaction records. The task is: describe an organic reaction: reactants, conditions, products, and yield Starting materials: [C-]#N, [C-]#N, COC(=O)c1cc(Br)c(F)c(F)c1Nc1ccccc1F, CN1CCCC1=O, [Fe+2], O=C(C=Cc1ccccc1)C=Cc1ccccc1, O=C(C=Cc1ccccc1)C=Cc1ccccc1, O=C(C=Cc1ccccc1)C=Cc1ccccc1, [Pd], [Pd], [Zn+2], c1ccc(P(c2ccccc2)[c-]2cccc2)cc1, c1ccc(P(c2ccccc2)[c-]2cccc2)cc1. The product is COC(=O)c1cc(C#N)c(F)c(F)c1Nc1ccccc1F. As a reaction SMILES: [C-:122]#[N:123].[C-:125]#[N:126].[CH3:1][O:2][C:3]([c:4]1[c:5]([NH:13][c:14]2[c:15]([F:20])[cH:16][cH:17][cH:18][cH:19]2)[c:6]([F:12])[c:7]([F:11])[c:8]([Br:10])[cH:9]1)=[O:21].[CH3:22][N:23]1[CH2:24][CH2:25][CH2:26][C:27]1=[O:28].[Fe+2:65].[O:104]=[C:105]([CH:106]=[CH:107][c:108]1[cH:109][cH:110][cH:111][cH:112][cH:113]1)[CH:114]=[CH:115][c:116]1[cH:117][cH:118][cH:119][cH:120][cH:121]1.[O:68]=[C:69]([CH:70]=[CH:71][c:72]1[cH:73][cH:74][cH:75][cH:76][cH:77]1)[CH:78]=[CH:79][c:80]1[cH:81][cH:82][cH:83][cH:84][cH:85]1.[O:86]=[C:87]([CH:88]=[CH:89][c:90]1[cH:91][cH:92][cH:93][cH:94][cH:95]1)[CH:96]=[CH:97][c:98]1[cH:99][cH:100][cH:101][cH:102][cH:103]1.[Pd:66].[Pd:67].[Zn+2:124].[cH:29]1[cH:30][cH:31][c:32]([P:33]([c:34]2[cH:35][cH:36][cH:37][cH:38][cH:39]2)[c-:40]2[cH:41][cH:42][cH:43][cH:44]2)[cH:45][cH:46]1.[cH:47]1[cH:48][cH:49][c:50]([P:51]([c:52]2[cH:53][cH:54][cH:55][cH:56][cH:57]2)[c-:58]2[cH:59][cH:60][cH:61][cH:62]2)[cH:63][cH:64]1>>[CH3:1][O:2][C:3]([c:4]1[c:5]([NH:13][c:14]2[c:15]([F:20])[cH:16][cH:17][cH:18][cH:19]2)[c:6]([F:12])[c:7]([F:11])[c:8]([C:22]#[N:23])[cH:9]1)=[O:21]. Starting materials: NC(C(=O)O)CCCCCCCCC (aminoundecanoic acid), C(C)(=O)OCCCC (butyl acetate). Yields the product C(C)(=O)NC(C(=O)O)CCCCCCCCC (acetoamidoundecanoic acid). Reaction SMILES: [NH2:1][CH:2]([CH2:6][CH2:7][CH2:8][CH2:9][CH2:10][CH2:11][CH2:12][CH2:13][CH3:14])[C:3]([OH:5])=[O:4].[C:15](OCCCC)(=[O:17])[CH3:16]>>[C:15]([NH:1][CH:2]([CH2:6][CH2:7][CH2:8][CH2:9][CH2:10][CH2:11][CH2:12][CH2:13][CH3:14])[C:3]([OH:5])=[O:4])(=[O:17])[CH3:16]. Procedure details: 20.1 parts of aminoundecanoic acid and 116.2 parts of butyl acetate were placed in a reactor equipped with a thermometer, a thermostat, a stirrer and a condenser, and allowed to react at 120° C. for 8 hours while azeotropically distilling off butanol. Further, 58.1 parts of butyl acetate was added, and allowed to react at 120° C. for 3 hours. Butanol and excess butyl acetate were distilled off under reduced pressure, thus giving an acetoamidoundecanoic acid. Then, 48.6 parts of the obtained acet... Starting materials: COC(C=C)OC (3,3-dimethoxy-propene), CC1=NC2=CC=CC=C2C(=C1)COC1=CC=C(C=NO)C=C1 (4-(2-methyl-quinolin-4-ylmethoxy)-benzaldehyde oxime). Yields the product COC(C1CC(=NO1)C1=CC=C(OCC2=CC(=NC3=CC=CC=C23)C)C=C1)OC (4-[4-(5-dimethoxymethyl-4,5-dihydro-isoxazol-3-yl)-phenoxymethyl]-2-methyl-quinoline). Yield: 100.0%. As a reaction SMILES: [CH3:1][O:2][CH:3]([O:6][CH3:7])[CH:4]=[CH2:5].[CH3:8][C:9]1[CH:18]=[C:17]([CH2:19][O:20][C:21]2[CH:29]=[CH:28][C:24]([CH:25]=[N:26][OH:27])=[CH:23][CH:22]=2)[C:16]2[C:11](=[CH:12][CH:13]=[CH:14][CH:15]=2)[N:10]=1>>[CH3:1][O:2][CH:3]([O:6][CH3:7])[CH:4]1[O:27][N:26]=[C:25]([C:24]2[CH:23]=[CH:22][C:21]([O:20][CH2:19][C:17]3[C:16]4[C:11](=[CH:12][CH:13]=[CH:14][CH:15]=4)[N:10]=[C:9]([CH3:8])[CH:18]=3)=[CH:29][CH:28]=2)[CH2:5]1. Procedure details: Following a procedure analogous to that used in Example step 1c, but using 3,3-dimethoxy-propene and 4-(2-methyl-quinolin-4-ylmethoxy)-benzaldehyde oxime from step 1b, the crude reaction was partitioned between ethyl acetate and water and the organic layer was washed with brine, dried over magnesium sulfate, and concentrated to give 4-[4-(5-dimethoxymethyl-4,5-dihydro-isoxazol-3-yl)-phenoxymethyl]-2-methyl-quinoline (0.4 g, 100%) as a crude oil. MS found: (M+H)+=393.